From a dataset of the Open Reaction Database (ORD), a public repository of structured organic reaction records. describe an organic reaction: reactants, conditions, products, and yield Starting materials: Cc1ccccc1, CCN(C(C)C)C(C)C, O=c1[nH]cnc2ccc(Cl)nc12, O=P(Cl)(Cl)Cl. Yields the product Clc1ccc2ncnc(Cl)c2n1. RXN SMILES: [CH3:27][c:28]1[cH:29][cH:30][cH:31][cH:32][cH:33]1.[CH:13]([N:14]([CH2:15][CH3:16])[CH:17]([CH3:18])[CH3:19])([CH3:20])[CH3:21].[Cl:1][c:2]1[cH:3][cH:4][c:5]2[n:6][cH:7][nH:8][c:9](=[O:12])[c:10]2[n:11]1.[P:22]([Cl:23])([Cl:24])([Cl:25])=[O:26]>>[Cl:1][c:2]1[cH:3][cH:4][c:5]2[n:6][cH:7][n:8][c:9]([Cl:24])[c:10]2[n:11]1. Isolated yield 63.1%. Starting materials: C(#N)C=1C=C(C=CC1F)C (3-Cyano-4-fluorotoluene), BrN1C(CCC1=O)=O (N-bromosuccinimide), N(=NC(C#N)(C)C)C(C#N)(C)C (2,2′-azobisisobutyronitrile). The solvent is C1=CC=CC=C1 (benzene). RXN SMILES: [C:1]([C:3]1[CH:4]=[C:5]([CH3:10])[CH:6]=[CH:7][C:8]=1[F:9])#[N:2].[Br:11]N1C(=O)CCC1=O.N(C(C)(C)C#N)=NC(C)(C)C#N>C1C=CC=CC=1>[C:1]([C:3]1[CH:4]=[C:5]([CH:6]=[CH:7][C:8]=1[F:9])[CH2:10][Br:11])#[N:2]. Procedure: A solution of 3-Cyano-4-fluorotoluene (1.0 g, 7.4 mmol), N-bromosuccinimide (1.3 g, 7.4 mmol) and catalytic 2,2′-azobisisobutyronitrile (AIBN) in benzene was heated to reflux for 16 hours, evaporated to dryness and flash chromatographed over silica gel eluting with 10% ethyl acetate/hexane to provide 1.0 g of 3-cyano-4-fluorobenzyl bromide. Product: C(#N)C=1C=C(CBr)C=CC1F (3-cyano-4-fluorobenzyl bromide). The product is O=C(OCc1ccccc1)N1CCNC(=S)C1. The reactants are COc1ccc(P2(=S)SP(=S)(c3ccc(OC)cc3)S2)cc1, O=C1CN(C(=O)OCc2ccccc2)CCN1, C1CCOC1. Reaction SMILES: [CH3:1][O:2][c:3]1[cH:4][cH:5][c:6]([P:7]2(=[S:10])[S:8][P:9]([c:11]3[cH:12][cH:13][c:14]([O:15][CH3:16])[cH:17][cH:18]3)(=[S:19])[S:20]2)[cH:21][cH:22]1.[O:23]=[C:24]1[CH2:25][N:26]([C:30](=[O:31])[O:32][CH2:33][c:34]2[cH:35][cH:36][cH:37][cH:38][cH:39]2)[CH2:27][CH2:28][NH:29]1.[O:40]1[CH2:41][CH2:42][CH2:43][CH2:44]1>>[S:10]=[C:24]1[CH2:25][N:26]([C:30](=[O:31])[O:32][CH2:33][c:34]2[cH:35][cH:36][cH:37][cH:38][cH:39]2)[CH2:27][CH2:28][NH:29]1. The reactants are Cl.FC1=CC=C(C(=O)C2CCNCC2)C=C1 (4-(4-fluorobenzoyl)piperidine hydrochloride), C([O-])(O)=O.[Na+] (sodium bicarbonate), [I-].[Na+] (sodium iodide), C(=O)(OC)C1=CSC=C1NC(=O)NCCCl (N-(3-Carbomethoxythien-4-yl)-N'-(chloroethyl)urea). Run in C(C)(C)O (isopropanol), O (water). Product: FC1=CC=C(C(=O)C2CCN(CC2)CCN2C(NC=3C(C2=O)=CSC3)=O)C=C1 (3-[2-[4-(4-Fluorobenzoyl)piperidin-1-yl]ethyl]thieno[3,4-d]pyrimidine-2,4-dione). Isolated yield 7.4%. As a reaction SMILES: [C:1]([C:5]1[C:9]([NH:10][C:11]([NH:13][CH2:14][CH2:15]Cl)=[O:12])=[CH:8][S:7][CH:6]=1)([O:3]C)=O.Cl.[F:18][C:19]1[CH:32]=[CH:31][C:22]([C:23]([CH:25]2[CH2:30][CH2:29][NH:28][CH2:27][CH2:26]2)=[O:24])=[CH:21][CH:20]=1.C(=O)(O)[O-].[Na+].[I-].[Na+]>C(O)(C)C.O>[F:18][C:19]1[CH:20]=[CH:21][C:22]([C:23]([CH:25]2[CH2:30][CH2:29][N:28]([CH2:15][CH2:14][N:13]3[C:1](=[O:3])[C:5]4=[CH:6][S:7][CH:8]=[C:9]4[NH:10][C:11]3=[O:12])[CH2:27][CH2:26]2)=[O:24])=[CH:31][CH:32]=1 |f:1.2,3.4,5.6|. Reported procedure: N-(3-Carbomethoxythien-4-yl)-N'-(chloroethyl)urea (U.S. Pat. No. 4,670,560) (5.24 g, 20 mmol) was dissolved in isopropanol (100 ml) and treated successively with 4-(4-fluorobenzoyl)piperidine hydrochloride (9.71 g, 40 mmol), sodium bicarbonate (3.7 g, 44 mmol) and sodium iodide (1.90 g, 12 mmol) and the mixture was heated to reflux under a nitrogen atmosphere for 12 hours. The reaction mixture was reduced to half volume, diluted with water, and concentrated to remove the remainder of the alcohol... Reactants: C(CC)S (propanethiol), CN(C)C=O (DMF), BrC=1N=C(N2C1C(=NC=C2)N)Br (1,3-Dibromo-imidazo[1,5-a]pyrazin-8-ylamine). Conditions: time 10 minute. Yields the product BrC=1N=C(N2C1C(=NC=C2)N)SC(C)C (1-Bromo-3-isopropylsulfanyl-imidazo[1,5-a]pyrazin-8-ylamine). Reaction SMILES: [CH2:1]([SH:4])[CH2:2]C.[CH3:5]N(C=O)C.[Br:10][C:11]1[N:12]=[C:13](Br)[N:14]2[CH:19]=[CH:18][N:17]=[C:16]([NH2:20])[C:15]=12>>[Br:10][C:11]1[N:12]=[C:13]([S:4][CH:1]([CH3:2])[CH3:5])[N:14]2[CH:19]=[CH:18][N:17]=[C:16]([NH2:20])[C:15]=12. Procedure: A bohdan block vessel was charged with propanethiol (0.010 g, 0.00014 mol) in DMF (1 mL, 0.01 mol) and the reaction mixture was degassed 3×. Sodium hydride was then added and the reaction mixture was stirred at rt for 10 min. 1,3-Dibromo-imidazo[1,5-a]pyrazin-8-ylamine (20 mg, 0.00007 mol) was added and the reaction mixture was heated at 70° C. for 4 h. The reaction mixture was concentrated in vacuo to give the title compound as a brown solid. 1H NMR (400 MHz, CD3OD-d4): δ=1.09 (d, J=6.82 Hz, 9H... The reactants are C1(=CC=CC=C1)C(CC=C)(OC)C1=CC=CC=C1 (4,4-diphenyl-4-methoxybut-1-ene), N (Ammonia), C=CC(C)=C (Isoprene), [Li] (lithium), [Li] (lithium). The solvent is C1CCOC1 (THF), C(Cl)(Cl)Cl (chloroform). Reaction conditions: temperature -78 celsius. Product: C1(=CC=CC=C1)C(CC=C)C1=CC=CC=C1 (4,4-diphenylbut-1-ene). Isolated yield 102.6%. As a reaction SMILES: N.[Li].[C:3]1([C:9]([C:15]2[CH:20]=[CH:19][CH:18]=[CH:17][CH:16]=2)(OC)[CH2:10][CH:11]=[CH2:12])[CH:8]=[CH:7][CH:6]=[CH:5][CH:4]=1.C=CC(=C)C>C1COCC1.C(Cl)(Cl)Cl>[C:3]1([CH:9]([C:15]2[CH:16]=[CH:17][CH:18]=[CH:19][CH:20]=2)[CH2:10][CH:11]=[CH2:12])[CH:8]=[CH:7][CH:6]=[CH:5][CH:4]=1 |^1:1|. Reported procedure: Ammonia, 400 mL, was cooled to -78° C. and 1.15 g of lithium wire was added. After the lithium had dissolved, a solution of 15.5 g of 4,4-diphenyl-4-methoxybut-1-ene in 100 mL of THF was added dropwise, over 1 hr. The mixture was warmed to reflux, then cooled to -78° C. Isoprene, 4 mL, was added to the reaction mixture to quench excess lithium, followed by 4 mL of methanol to quench the diphenylalkyl anion. The mixture was acidified with 9 g of ammonium chloride and the ammonia allowed to evapor... Starting materials: BrC=1NC2=CC(=CC=C2C1C1CCCCC1)C(=O)OC (methyl 2-bromo-3-cyclohexyl-1H-indole-6-carboxylate), [H-].[Na+] (NaH), COC(CBr)OC (bromoacetaldehyde dimethyl acetal). Run in CN(C)C=O (DMF). Reaction conditions: temperature 80 celsius, time 1 hour. Product: BrC=1N(C2=CC(=CC=C2C1C1CCCCC1)C(=O)OC)CC(OC)OC (Methyl 2-bromo-3-cyclohexyl-1-(2,2-dimethoxyethyl)-1H-indole-6-carboxylate). The yield is 79.0%. As a reaction SMILES: [Br:1][C:2]1[NH:3][C:4]2[C:9]([C:10]=1[CH:11]1[CH2:16][CH2:15][CH2:14][CH2:13][CH2:12]1)=[CH:8][CH:7]=[C:6]([C:17]([O:19][CH3:20])=[O:18])[CH:5]=2.[H-].[Na+].[CH3:23][O:24][CH:25]([O:28][CH3:29])[CH2:26]Br>CN(C=O)C>[Br:1][C:2]1[N:3]([CH2:26][CH:25]([O:28][CH3:29])[O:24][CH3:23])[C:4]2[C:9]([C:10]=1[CH:11]1[CH2:16][CH2:15][CH2:14][CH2:13][CH2:12]1)=[CH:8][CH:7]=[C:6]([C:17]([O:19][CH3:20])=[O:18])[CH:5]=2 |f:1.2|. Reported procedure: To a stirred solution of methyl 2-bromo-3-cyclohexyl-1H-indole-6-carboxylate (prepared as described in published International patent application WO2004/087714) (0.2 M, 1 eq.) in DMF at RT was added NaH (60% dispersion in mineral oil, 1.75 eq). After 1 h, KI (8 mol %) and bromoacetaldehyde dimethyl acetal (2.5 eq) were added and the reaction heated at 80° C. for 17 h. After cooling to RT, the reaction was quenched by addition of aqueous HCl (1N) and extracted into EtOAc (×3). The combined organi...